From a dataset of the Open Reaction Database (ORD), a public repository of structured organic reaction records. describe an organic reaction: reactants, conditions, products, and yield Starting materials: C1(=CC=C(C=C1)CO[C@@H]1[C@H]([C@H](OC1)C=1C=NC=CC1)CC\C=C/CCC(=O)OC)C1=CC=CC=C1 (methyl (Z)-(2S,3S,4R)-7-[4-(1,1'-biphenyl-4-ylmethoxy)-2-(3-pyridyl)tetrahydrofuran-3-yl]-4-heptenoate), [OH-].[Na+] (sodium hydroxide). Solvent: CO (methanol). Yields the product C1(=CC=C(C=C1)CO[C@@H]1[C@H]([C@H](OC1)C=1C=NC=CC1)CC\C=C/CCC(=O)O)C1=CC=CC=C1 ((Z)-(2S,3S,4R)-7-[4-(1,1'-biphenyl-4-ylmethoxy)-2-(3-pyridyl)tetrahydrofuran-3-yl]-4-heptenoic acid). Reaction SMILES: [C:1]1([C:30]2[CH:35]=[CH:34][CH:33]=[CH:32][CH:31]=2)[CH:6]=[CH:5][C:4]([CH2:7][O:8][C@H:9]2[CH2:13][O:12][C@H:11]([C:14]3[CH:15]=[N:16][CH:17]=[CH:18][CH:19]=3)[C@@H:10]2[CH2:20][CH2:21]/[CH:22]=[CH:23]\[CH2:24][CH2:25][C:26]([O:28]C)=[O:27])=[CH:3][CH:2]=1.[OH-].[Na+]>CO>[C:1]1([C:30]2[CH:31]=[CH:32][CH:33]=[CH:34][CH:35]=2)[CH:2]=[CH:3][C:4]([CH2:7][O:8][C@H:9]2[CH2:13][O:12][C@H:11]([C:14]3[CH:15]=[N:16][CH:17]=[CH:18][CH:19]=3)[C@@H:10]2[CH2:20][CH2:21]/[CH:22]=[CH:23]\[CH2:24][CH2:25][C:26]([OH:28])=[O:27])=[CH:5][CH:6]=1 |f:1.2|. Reported procedure: A solution of 28.2 g (0.0597 mol) of methyl (Z)-(2S,3S,4R)-7-[4-(1,1'-biphenyl-4-ylmethoxy)-2-(3-pyridyl)tetrahydrofuran-3-yl]-4-heptenoate, 433 ml of methanol and 172.8 ml (0.173 mmol) of 1N sodium hydroxide is stirred at 45° C. for two h and at room temperature for 11/2 h. The solvent is evaporated, the residue is taken up in water and extracted twice with ethyl ether. The aqueous layer is adjusted to pH 5.5 and extracted with ethyl acetate (3×10 ml). The combined extracts are washed with brin... Starting materials: C1(CCCCC1)C(C=1OC2=C(C1C)C=C(C=C2)OCCCS(=O)(=O)C)NC2=CC=C(C=C2)C(=O)NCCC(=O)OCC (Ethyl 3-[({4-[(cyclohexyl{3-methyl-5-[3-(methylsulfonyl)propoxy]-1-benzofuran-2-yl}methyl)amino]phenyl}carbonyl)amino]propanoate), C1(CCCCC1)C(C=1OC2=C(C1C)C=C(C=C2)OCCCS(=O)(=O)C)NC2=CC=C(C=C2)C(=O)NCCC(=O)OCC (ethyl 3-[({4-[(cyclohexyl{3-methyl-5-[3-(methylsulfonyl)propoxy]-1-benzofuran-2-yl}methyl)amino]phenyl}carbonyl)amino]propanoate), [OH-].[Na+] (sodium hydroxide). Run in C(C)O (ethanol). Conditions: temperature 50 celsius, time 0.5 hour. The product is C1(CCCCC1)C(C=1OC2=C(C1C)C=C(C=C2)OCCCS(=O)(=O)C)NC2=CC=C(C=C2)C(=O)NCCC(=O)O (3-[({4-[(cyclohexyl{3-methyl-5-[3-(methylsulfonyl)propoxy]-1-benzofuran-2-yl}methyl)amino]phenyl}carbonyl)amino]propanoic acid). Isolated yield 858.4%. RXN SMILES: [CH:1]1([CH:7]([NH:26][C:27]2[CH:32]=[CH:31][C:30]([C:33]([NH:35][CH2:36][CH2:37][C:38]([O:40]CC)=[O:39])=[O:34])=[CH:29][CH:28]=2)[C:8]2[O:9][C:10]3[CH:17]=[CH:16][C:15]([O:18][CH2:19][CH2:20][CH2:21][S:22]([CH3:25])(=[O:24])=[O:23])=[CH:14][C:11]=3[C:12]=2[CH3:13])[CH2:6][CH2:5][CH2:4][CH2:3][CH2:2]1.[OH-].[Na+]>C(O)C>[CH:1]1([CH:7]([NH:26][C:27]2[CH:32]=[CH:31][C:30]([C:33]([NH:35][CH2:36][CH2:37][C:38]([OH:40])=[O:39])=[O:34])=[CH:29][CH:28]=2)[C:8]2[O:9][C:10]3[CH:17]=[CH:16][C:15]([O:18][CH2:19][CH2:20][CH2:21][S:22]([CH3:25])(=[O:23])=[O:24])=[CH:14][C:11]=3[C:12]=2[CH3:13])[CH2:2][CH2:3][CH2:4][CH2:5][CH2:6]1 |f:1.2|. Reported procedure: Ethyl 3-[({4-[(cyclohexyl{3-methyl-5-[3-(methylsulfonyl)propoxy]-1-benzofuran-2-yl}methyl)amino]phenyl}carbonyl)amino]propanoate (0.11 g) synthesized in the above-mentioned (1) was dissolved in ethanol (3 mL), 1N aqueous sodium hydroxide solution (1.0 mL) was added to the solution at room temperature, and the mixture was stirred at 50° C. for 0.5 hr. Ethanol was evaporated under reduced pressure, 1N hydrochloric acid (1.0 mL) was added to the residue, and the mixture was extracted with ethyl ace... The reactants are [OH-].[Na+] (NaOH), COC(\C=C\C=C(\C1=CC=C(C=C1)OC)/C1CCCCC1)=O ((E,E)-5-cyclohexyl-5-(4-methoxyphenyl)-2,4-pentadienoic acid methyl ester). Solvent: CO (methanol). Conditions: time 2 hour. Yields the product C1(CCCCC1)\C(=C/C=C/C(=O)O)\C1=CC=C(C=C1)OC ((E,E)-5-cyclohexyl-5-(4-methoxyphenyl)-2,4-pentadienoic acid). Reaction SMILES: C[O:2][C:3](=[O:22])/[CH:4]=[CH:5]/[CH:6]=[C:7](\[CH:16]1[CH2:21][CH2:20][CH2:19][CH2:18][CH2:17]1)/[C:8]1[CH:13]=[CH:12][C:11]([O:14][CH3:15])=[CH:10][CH:9]=1.[OH-].[Na+]>CO>[CH:16]1(/[C:7](/[C:8]2[CH:13]=[CH:12][C:11]([O:14][CH3:15])=[CH:10][CH:9]=2)=[CH:6]\[CH:5]=[CH:4]\[C:3]([OH:22])=[O:2])[CH2:21][CH2:20][CH2:19][CH2:18][CH2:17]1 |f:1.2|. Procedure details: As described in Example 99, (E,E)-5-cyclohexyl-5-(4-methoxyphenyl)-2,4-pentadienoic acid methyl ester (5.9) was saponified in a refluxing mixture of methanol (20 mL) and 2N NaOH (20 mL). After 2 hours the reaction was worked up in the normal manner, and the crude was crystallized from cyclohexane-hexane to give 3.37 g of (E,E)-5-cyclohexyl-5-(4-methoxyphenyl)-2,4-pentadienoic acid, mp 130.5°-131.5° C. Reactants: CS(C)=O, CC=CCCl, [H-], [Na+], N#CCc1ccccn1. The product is CC=CCC(C#N)c1ccccn1. As a reaction SMILES: [CH3:17][S:18]([CH3:19])=[O:20].[Cl:12][CH2:13][CH:14]=[CH:15][CH3:16].[H-:10].[Na+:11].[n:1]1[c:2]([CH2:7][C:8]#[N:9])[cH:3][cH:4][cH:5][cH:6]1>>[n:1]1[c:2]([CH:7]([C:8]#[N:9])[CH2:13][CH:14]=[CH:15][CH3:16])[cH:3][cH:4][cH:5][cH:6]1. Reactants: COc1cccc(CBr)c1, COC(=O)c1ccc2[nH]c(C(=O)NC3CCN(C(C)C)CC3)nc2c1, CC#N, O=CO, O. Yields the product COC(=O)c1ccc2c(c1)nc(C(=O)NC1CCN(C(C)C)CC1)n2Cc1cccc(OC)c1. As a reaction SMILES: [Br:26][CH2:27][c:28]1[cH:29][c:30]([O:34][CH3:35])[cH:31][cH:32][cH:33]1.[CH3:1][O:2][C:3](=[O:4])[c:5]1[cH:6][c:7]2[c:8]([nH:9][c:10]([C:12]([NH:13][CH:14]3[CH2:15][CH2:16][N:17]([CH:20]([CH3:21])[CH3:22])[CH2:18][CH2:19]3)=[O:23])[n:11]2)[cH:24][cH:25]1.[CH3:36][C:37]#[N:38].[CH:40]([OH:41])=[O:42].[OH2:39]>>[CH3:1][O:2][C:3](=[O:4])[c:5]1[cH:6][c:7]2[c:8]([n:9]([CH2:27][c:28]3[cH:29][c:30]([O:34][CH3:35])[cH:31][cH:32][cH:33]3)[c:10]([C:12]([NH:13][CH:14]3[CH2:15][CH2:16][N:17]([CH:20]([CH3:21])[CH3:22])[CH2:18][CH2:19]3)=[O:23])[n:11]2)[cH:24][cH:25]1.